Dataset: the Open Reaction Database (ORD), a public repository of structured organic reaction records. Task: describe an organic reaction: reactants, conditions, products, and yield Starting materials: O=C(Cl)c1ccccc1, Nc1c2ncnc-2ncn1C1OC(CO)C(O)C1O. The product is O=C(Nc1c2ncnc-2ncn1C1OC(CO)C(O)C1O)c1ccccc1. Reaction SMILES: [C:20]([c:21]1[cH:22][cH:23][cH:24][cH:25][cH:26]1)(=[O:27])[Cl:28].[CH:1]1([n:10]2[cH:11][n:12][c:13]3[n:14][cH:15][n:16][c:17]-3[c:18]2[NH2:19])[CH:2]([OH:3])[CH:4]([OH:5])[CH:6]([CH2:8][OH:9])[O:7]1>>[CH:1]1([n:10]2[cH:11][n:12][c:13]3[n:14][cH:15][n:16][c:17]-3[c:18]2[NH:19][C:20]([c:21]2[cH:22][cH:23][cH:24][cH:25][cH:26]2)=[O:27])[CH:2]([OH:3])[CH:4]([OH:5])[CH:6]([CH2:8][OH:9])[O:7]1. Reaction SMILES: [CH:1]([C:3]1[CH:4]=[CH:5][C:6]([N:10]2[CH2:15][CH2:14][N:13]([C:16]([O:18][C:19]([CH3:22])([CH3:21])[CH3:20])=[O:17])[CH2:12][CH2:11]2)=[N:7][C:8]=1[OH:9])=O.[CH3:23][C:24]1[CH:29]=[CH:28][N:27]2[CH:30]=[C:31]([CH2:33][C:34](OCC)=[O:35])[N:32]=[C:26]2[CH:25]=1.N1CCCCC1.C(O)(=O)C>CCO.O>[CH3:23][C:24]1[CH:29]=[CH:28][N:27]2[CH:30]=[C:31]([C:33]3[C:34](=[O:35])[O:9][C:8]4=[N:7][C:6]([N:10]5[CH2:15][CH2:14][N:13]([C:16]([O:18][C:19]([CH3:22])([CH3:21])[CH3:20])=[O:17])[CH2:12][CH2:11]5)=[CH:5][CH:4]=[C:3]4[CH:1]=3)[N:32]=[C:26]2[CH:25]=1. Yields the product CC1=CC=2N(C=C1)C=C(N2)C2=CC=1C(=NC(=CC1)N1CCN(CC1)C(=O)OC(C)(C)C)OC2=O (t-butyl 4-(3-(7-methylimidazo[1,2-a]pyridin-2-yl)-2-oxo-2H-pyrano[2,3-b]pyridin-7-yl)piperazine-1-carboxylate). Reactants: N1CCCCC1 (piperidine), C(C)(=O)O (acetic acid), C(=O)C=1C=CC(=NC1O)N1CCN(CC1)C(=O)OC(C)(C)C (t-butyl 4-(5-formyl-6-hydroxypyridin-2-yl)piperazine-1-carboxylate), CC1=CC=2N(C=C1)C=C(N2)CC(=O)OCC (ethyl 2-(7-methylimidazo[1,2-a]pyridin-2-yl)acetate). Isolated yield 60.7%. Procedure: To a mixture of t-butyl 4-(5-formyl-6-hydroxypyridin-2-yl)piperazine-1-carboxylate (120 mg, 0.4 mmol) and ethyl 2-(7-methylimidazo[1,2-a]pyridin-2-yl)acetate (96 mg, 0.44 mmol) in EtOH (0.2 mL) were added piperidine (0.3 mL) and acetic acid (0.1 mL). The reaction mixture was heated to 120° C. for 15 hours, and cooled to room temperature. To the mixture was added water (6 mL) to give a precipitate. The precipitate was filtered and washed with water and then ether. After drying under nitrogen, 112... Reaction conditions: temperature 120 celsius. The solvent is CCO (EtOH), O (water).